This data is from the Open Reaction Database (ORD), a public repository of structured organic reaction records. The task is: describe an organic reaction: reactants, conditions, products, and yield Reactants: C(C1=CC=CC=C1)OC(=O)NC(CC(N)=O)C(=O)O (N-(benzyloxycarbonyl)-DL-asparagine), C(C)(=O)OCC (ethyl acetate), C(C)#N (acetonitrile), C(C)(=O)O.C(C)(=O)O.I(=O)C1=CC=CC=C1 (iodosobenzene diacetate). The solvent is O (water). Run at time 8 hour. The product is C(C1=CC=CC=C1)OC(=O)NC(C(=O)O)CNC(=O)OC(C)(C)C (2-benzyloxycarbonylamino-3-tert-butoxycarbonylaminopropionic acid). As a reaction SMILES: [CH2:1]([O:8][C:9]([NH:11]C(C(O)=O)CC(=O)N)=[O:10])[C:2]1[CH:7]=[CH:6][CH:5]=[CH:4][CH:3]=1.[C:20](OCC)(=O)C.[C:26](#[N:28])C.[C:29]([OH:32])(=[O:31])[CH3:30].[C:33]([OH:36])(=[O:35])C.I([C:39]1[CH:44]=[CH:43]C=CC=1)=O>O>[CH2:1]([O:8][C:9]([NH:11][CH:30]([CH2:26][NH:28][C:33]([O:36][C:44]([CH3:43])([CH3:39])[CH3:20])=[O:35])[C:29]([OH:32])=[O:31])=[O:10])[C:2]1[CH:3]=[CH:4][CH:5]=[CH:6][CH:7]=1 |f:3.4.5|. Procedure details: To N-(benzyloxycarbonyl)-DL-asparagine (7.5 g) were added ethyl acetate (36 ml), acetonitrile (36 ml), water (18 ml) and iodosobenzene diacetate (10 g), and the mixture was stirred overnight at room temperature. The reaction mixture was filtered and, after washing the obtained solid with ethyl acetate, dioxane (180 ml), water (40 ml), 1N aqueous sodium hydroxide solution (10 ml) and di-t-butyl dicarbonate (6.1 g) were added, and the mixture was stirred overnight at room temperature. The reaction...